The task is: describe an organic reaction: reactants, conditions, products, and yield. This data is from the Open Reaction Database (ORD), a public repository of structured organic reaction records. The reactants are C1=CC=CC=2CN(CC3=C(C21)C=CC=C3)C#N (5,7-dihydro-6H-dibenz[c,e]azepine-6-carbonitrile), CC[O-].[Na+] (sodium ethylate). Solvent: C(C)O (ethanol). Yields the product C1=CC=CC=2CN(CC3=C(C21)C=CC=C3)C(OCC)=N (ethyl 5,7-dihydro-6H-dibenz[c,e]azepine-6-carboximidate). As a reaction SMILES: [CH:1]1[C:11]2[C:10]3[CH:12]=[CH:13][CH:14]=[CH:15][C:9]=3[CH2:8][N:7]([C:16]#[N:17])[CH2:6][C:5]=2[CH:4]=[CH:3][CH:2]=1.[CH3:18][CH2:19][O-:20].[Na+]>C(O)C>[CH:1]1[C:11]2[C:10]3[CH:12]=[CH:13][CH:14]=[CH:15][C:9]=3[CH2:8][N:7]([C:16](=[NH:17])[O:20][CH2:19][CH3:18])[CH2:6][C:5]=2[CH:4]=[CH:3][CH:2]=1 |f:1.2|. Procedure details: starting from 5,7-dihydro-6H-dibenz[c,e]azepine-6-carbonitrile and sodium ethylate in ethanol there is obtained ethyl 5,7-dihydro-6H-dibenz[c,e]azepine-6-carboximidate and therefrom with hydrochloric acid in alcohol there is obtained the hydrochloride, m.p. 158° C. (with decomposition); Reactants: CCB(CC)c1cccnc1, CCO, COc1cc(I)ccc1C, [Na+], [Na+], O=C([O-])[O-], C1CCOC1, O, c1ccc(P(c2ccccc2)(c2ccccc2)[Pd](P(c2ccccc2)(c2ccccc2)c2ccccc2)(P(c2ccccc2)(c2ccccc2)c2ccccc2)P(c2ccccc2)(c2ccccc2)c2ccccc2)cc1. The product is COc1cc(-c2cccnc2)ccc1C. Reaction SMILES: [CH2:11]([B:12]([CH2:13][CH3:20])[c:14]1[cH:15][n:16][cH:17][cH:18][cH:19]1)[CH3:21].[CH3:28][CH2:29][OH:30].[I:1][c:2]1[cH:3][cH:4][c:5]([CH3:10])[c:6]([O:8][CH3:9])[cH:7]1.[Na+:22].[Na+:23].[O-:24][C:25](=[O:26])[O-:27].[O:31]1[CH2:32][CH2:33][CH2:34][CH2:35]1.[OH2:36].[cH:37]1[cH:38][cH:39][c:40]([P:41]([Pd:42]([P:43]([c:44]2[cH:45][cH:46][cH:47][cH:48][cH:49]2)([c:50]2[cH:51][cH:52][cH:53][cH:54][cH:55]2)[c:56]2[cH:57][cH:58][cH:59][cH:60][cH:61]2)([P:62]([c:63]2[cH:64][cH:65][cH:66][cH:67][cH:68]2)([c:69]2[cH:70][cH:71][cH:72][cH:73][cH:74]2)[c:75]2[cH:76][cH:77][cH:78][cH:79][cH:80]2)[P:81]([c:82]2[cH:83][cH:84][cH:85][cH:86][cH:87]2)([c:88]2[cH:89][cH:90][cH:91][cH:92][cH:93]2)[c:94]2[cH:95][cH:96][cH:97][cH:98][cH:99]2)([c:100]2[cH:101][cH:102][cH:103][cH:104][cH:105]2)[c:106]2[cH:107][cH:108][cH:109][cH:110][cH:111]2)[cH:112][cH:113]1>>[c:2]1(-[c:14]2[cH:15][n:16][cH:17][cH:18][cH:19]2)[cH:3][cH:4][c:5]([CH3:10])[c:6]([O:8][CH3:9])[cH:7]1. Reactants: CCOC(=O)C(=Cc1ccccc1)C(=O)OCC, CCO, N#C[K], O. Yields the product CCOC(=O)CC(C#N)c1ccccc1. Reaction SMILES: [CH2:1]([O:2][C:3](=[O:4])[C:5]([C:6](=[O:7])[O:8][CH2:9][CH3:10])=[CH:11][c:12]1[cH:13][cH:14][cH:15][cH:16][cH:17]1)[CH3:18].[CH3:22][CH2:23][OH:24].[K:19][C:20]#[N:21].[OH2:25]>>[CH2:5]([C:6](=[O:7])[O:8][CH2:9][CH3:10])[CH:11]([c:12]1[cH:13][cH:14][cH:15][cH:16][cH:17]1)[C:20]#[N:21]. The reactants are CN1CCCC1=O, COc1cc(Cl)cc(C)c1N, CCC(CC)c1ccc(OC)c2nc(Cl)n(C)c12, O. The product is CCC(CC)c1ccc(OC)c2nc(Nc3c(C)cc(Cl)cc3OC)n(C)c12. Reaction SMILES: [CH3:30][N:31]1[CH2:32][CH2:33][CH2:34][C:35]1=[O:36].[Cl:19][c:20]1[cH:21][c:22]([O:28][CH3:29])[c:23]([NH2:24])[c:25]([CH3:27])[cH:26]1.[Cl:1][c:2]1[n:3][c:4]2[c:5]([n:6]1[CH3:7])[c:8]([CH:14]([CH2:15][CH3:16])[CH2:17][CH3:18])[cH:9][cH:10][c:11]2[O:12][CH3:13].[OH2:37]>>[c:2]1([NH:24][c:23]2[c:22]([O:28][CH3:29])[cH:21][c:20]([Cl:19])[cH:26][c:25]2[CH3:27])[n:3][c:4]2[c:5]([n:6]1[CH3:7])[c:8]([CH:14]([CH2:15][CH3:16])[CH2:17][CH3:18])[cH:9][cH:10][c:11]2[O:12][CH3:13]. Reactants: CNCC(C)(C)C, CS(C)=O, CCN(C(C)C)C(C)C, CONC(=O)c1ccc(C)c(Nc2nc(Cl)c(C#N)cc2F)c1, [F-], [K+]. Yields the product CONC(=O)c1ccc(C)c(Nc2nc(N(C)CC(C)(C)C)c(C#N)cc2F)c1. Reaction SMILES: [CH3:24][NH:25][CH2:26][C:27]([CH3:28])([CH3:29])[CH3:30].[CH3:42][S:43]([CH3:44])=[O:45].[CH:31]([N:32]([CH:33]([CH3:34])[CH3:35])[CH2:36][CH3:37])([CH3:38])[CH3:39].[Cl:1][c:2]1[c:3]([C:22]#[N:23])[cH:4][c:5]([F:21])[c:6]([NH:8][c:9]2[cH:10][c:11]([C:12](=[O:13])[NH:14][O:15][CH3:16])[cH:17][cH:18][c:19]2[CH3:20])[n:7]1.[F-:40].[K+:41]>>[c:2]1([N:25]([CH3:24])[CH2:26][C:27]([CH3:28])([CH3:29])[CH3:30])[c:3]([C:22]#[N:23])[cH:4][c:5]([F:21])[c:6]([NH:8][c:9]2[cH:10][c:11]([C:12](=[O:13])[NH:14][O:15][CH3:16])[cH:17][cH:18][c:19]2[CH3:20])[n:7]1. Yields the product CC1CCCCN1CCN1CCC(NC(=O)OC(C)(C)C)CC1. Starting materials: CC(C)(C)OC(=O)NC1CCN(CCO)CC1, C[P+](C)(C)CC#N, CC1CCCCN1, CCN(C(C)C)C(C)C, [I-]. Reaction SMILES: [C:1]([CH3:2])([CH3:3])([CH3:4])[O:5][C:6]([NH:7][CH:8]1[CH2:9][CH2:10][N:11]([CH2:14][CH2:15][OH:16])[CH2:12][CH2:13]1)=[O:17].[C:35]([CH2:36][P+:37]([CH3:38])([CH3:39])[CH3:40])#[N:41].[CH3:18][CH:19]1[NH:20][CH2:21][CH2:22][CH2:23][CH2:24]1.[CH:25]([N:26]([CH2:27][CH3:28])[CH:29]([CH3:30])[CH3:31])([CH3:32])[CH3:33].[I-:34]>>[C:1]([CH3:2])([CH3:3])([CH3:4])[O:5][C:6]([NH:7][CH:8]1[CH2:9][CH2:10][N:11]([CH2:14][CH2:15][N:20]2[CH:19]([CH3:18])[CH2:24][CH2:23][CH2:22][CH2:21]2)[CH2:12][CH2:13]1)=[O:17]. Starting materials: S1C(=CC=C1)C(=O)NCC(=O)O (N-(2-thienylcarbonyl)glycine), CN1N=CC(=C1C)C=O (1,5-dimethyl-1H-pyrazol-4-carboxaldehyde), C(C)(=O)[O-].[Na+] (sodium acetate), C(C)(=O)OC(C)=O (acetic anhydride). The solvent is O (water). Run at temperature 90 celsius. The product is CN1N=CC(=C1C)C=C1N=C(OC1=O)C=1SC=CC1 (4-((1,5-Dimethyl-1H-pyrazol-4-yl)methylene)-2-(2-thienyl)-5(4H)-oxazolone). Isolated yield 42.7%. Reaction SMILES: [S:1]1[CH:5]=[CH:4][CH:3]=[C:2]1[C:6]([NH:8][CH2:9][C:10]([OH:12])=[O:11])=O.[CH3:13][N:14]1[C:18]([CH3:19])=[C:17]([CH:20]=O)[CH:16]=[N:15]1.C([O-])(=O)C.[Na+].C(OC(=O)C)(=O)C>O>[CH3:13][N:14]1[C:18]([CH3:19])=[C:17]([CH:20]=[C:9]2[C:10](=[O:11])[O:12][C:6]([C:2]3[S:1][CH:5]=[CH:4][CH:3]=3)=[N:8]2)[CH:16]=[N:15]1 |f:2.3|. Procedure details: To a screw-capped test tube, N-(2-thienylcarbonyl)glycine (56 mg, 0.3 mmol), 1,5-dimethyl-1H-pyrazol-4-carboxaldehyde (41 mg, 0.3 mmol), sodium acetate (25 mg, 0.3 mmol) and acetic anhydride (0.3 mL) were added. The test tube was sealed, and it was then stirred at an external temperature of 90° C. Three hours later, the temperature of the reaction solution was returned to room temperature, and water (1.5 mL) was then added thereto. The obtained mixture was stirred at the same temperature as desc...